This data is from the Open Reaction Database (ORD), a public repository of structured organic reaction records. The task is: describe an organic reaction: reactants, conditions, products, and yield Reactants: C(C)C=1C(=C(NC1I)C=O)C(=O)OCC1=CC=CC=C1 (benzyl 4-ethyl-2-formyl-5-iodo-1H-pyrrole-3-carboxylate), FC1=CC=C(C=C1)B(O)O (4-fluorophenylboronic acid), CC=1C=C(C=CC1)B(O)O (3-methylphenylboronic acid). Product: C(C)C=1C(=C(NC1C1=CC(=CC=C1)C)C=O)C(=O)OCC1=CC=CC=C1 (benzyl 4-ethyl-2-formyl-5-(3-methylphenyl)-1H-pyrrole-3-carboxylate). As a reaction SMILES: [CH2:1]([C:3]1[C:4]([C:11]([O:13][CH2:14][C:15]2[CH:20]=[CH:19][CH:18]=[CH:17][CH:16]=2)=[O:12])=[C:5]([CH:9]=[O:10])[NH:6][C:7]=1I)[CH3:2].FC1C=CC(B(O)O)=CC=1.[CH3:31][C:32]1[CH:33]=[C:34](B(O)O)[CH:35]=[CH:36][CH:37]=1>>[CH2:1]([C:3]1[C:4]([C:11]([O:13][CH2:14][C:15]2[CH:20]=[CH:19][CH:18]=[CH:17][CH:16]=2)=[O:12])=[C:5]([CH:9]=[O:10])[NH:6][C:7]=1[C:36]1[CH:35]=[CH:34][CH:33]=[C:32]([CH3:31])[CH:37]=1)[CH3:2]. Procedure details: Following the procedures described in Example 5, replacing methyl 4-ethyl-2-formyl-5-iodo-1H-pyrrole-3-carboxylate with benzyl 4-ethyl-2-formyl-5-iodo-1H-pyrrole-3-carboxylate and 4-fluorophenylboronic acid with 3-methylphenylboronic acid, the title compound was obtained. Proton NMR for the product was consistent with the title compound. HRMS (ES) exact mass calculated for C22H22NO3 (M+H): 348.1594. Found 348.1611